Dataset: the Open Reaction Database (ORD), a public repository of structured organic reaction records. Task: describe an organic reaction: reactants, conditions, products, and yield The reactants are O1C2=C(NC(C1)=O)C=NC=C2 (4H-pyrido[4,3-b][1,4]oxazin-3-one), BrCC(=O)C1=CC(=C(C(=C1)Br)O)Br (2-bromo-1-(3,5-dibromo-4-hydroxy-phenyl)-ethanone), [H-].[Na+] (Sodium hydride). Solvent: CN(C=O)C (N,N-dimethyl formamide). Run at time 30 minute. Yields the product compound 56, BrC=1C=C(C=C(C1O)Br)C(CN1C2=C(OCC1=O)C=CN=C2)=O (4-[2-(3,5-dibromo-4-hydroxy-phenyl)-2-oxo-ethyl]-4H-pyrido[4,3-b][1,4]oxazin-3-one). As a reaction SMILES: [O:1]1[CH2:6][C:5](=[O:7])[NH:4][C:3]2[CH:8]=[N:9][CH:10]=[CH:11][C:2]1=2.[H-].[Na+].Br[CH2:15][C:16]([C:18]1[CH:23]=[C:22]([Br:24])[C:21]([OH:25])=[C:20]([Br:26])[CH:19]=1)=[O:17]>CN(C)C=O>[Br:24][C:22]1[CH:23]=[C:18]([C:16](=[O:17])[CH2:15][N:4]2[C:5](=[O:7])[CH2:6][O:1][C:2]3[CH:11]=[CH:10][N:9]=[CH:8][C:3]2=3)[CH:19]=[C:20]([Br:26])[C:21]=1[OH:25] |f:1.2|. Procedure details: In a 10 ml flask, 4H-pyrido[4,3-b][1,4]oxazin-3-one (50 mg, 0.33 mmol) was dissolved in N,N-dimethyl formamide (2.0 ml) and then cooled to 0□. Sodium hydride (15 mg, 0.37 mmol) was added thereto at 0□ and then stirred at room temperature for 30 minutes. The reaction mixture was cooled to 0□, 2-bromo-1-(3,5-dibromo-4-hydroxy-phenyl)-ethanone (124 mg, 0.33 mmol) was added thereto dropwise and stirred at 0□ for 30 minutes, and then the mixture was stirred at room temperature for 1 hour. The precipi... Starting materials: CNNC(=N)C=1SC(=CC1)Br (5-bromo-thiophene 2-carboximidic-N′-methyl-hydrazide), C(=O)O (formic acid). Product: BrC1=CC=C(S1)C1=NN(C=N1)C (3-(5-bromo-thiophen-2-yl)-1-methyl-1H-[1,2,4]triazole). Reaction SMILES: [CH3:1][NH:2][NH:3][C:4]([C:6]1[S:7][C:8]([Br:11])=[CH:9][CH:10]=1)=[NH:5].[CH:12](O)=O>>[Br:11][C:8]1[S:7][C:6]([C:4]2[N:5]=[CH:1][N:2]([CH3:12])[N:3]=2)=[CH:10][CH:9]=1. Procedure details: A mixture of compound 5-bromo-thiophene 2-carboximidic-N′-methyl-hydrazide (4BW) (13 g) in formic acid (100 ml) was refluxed overnight and concentrated. The residue was treated with sat. NaHCO3, and extracted with EtOAc three times. The combined organics were dried over MgSO4. After concentration, compound 5BW was purified by column using 80% EtoAc/hexane to yield light yellow colored solid. The reactants are C1CCOC1, [H-], CI, CC(C)c1c(N)c2cc(-c3ccc(Cl)cc3)c(-c3ccc(Cl)cc3Cl)nc2n(C)c1=O, [Na+]. The product is CNc1c(C(C)C)c(=O)n(C)c2nc(-c3ccc(Cl)cc3Cl)c(-c3ccc(Cl)cc3)cc12. As a reaction SMILES: [CH2:36]1[O:37][CH2:38][CH2:39][CH2:40]1.[H-:32].[I:34][CH3:35].[NH2:1][c:2]1[c:3]([CH:29]([CH3:30])[CH3:31])[c:4](=[O:28])[n:5]([CH3:27])[c:6]2[n:7][c:8](-[c:19]3[c:20]([Cl:26])[cH:21][c:22]([Cl:25])[cH:23][cH:24]3)[c:9](-[c:12]3[cH:13][cH:14][c:15]([Cl:18])[cH:16][cH:17]3)[cH:10][c:11]12.[Na+:33]>>[NH:1]([c:2]1[c:3]([CH:29]([CH3:30])[CH3:31])[c:4](=[O:28])[n:5]([CH3:27])[c:6]2[n:7][c:8](-[c:19]3[c:20]([Cl:26])[cH:21][c:22]([Cl:25])[cH:23][cH:24]3)[c:9](-[c:12]3[cH:13][cH:14][c:15]([Cl:18])[cH:16][cH:17]3)[cH:10][c:11]12)[CH3:35]. The reactants are B, C1CCOC1, C1CCOC1, CCOc1ccc(C2=CCC3(CC2)OCCO3)c(F)c1F, CCO, [Na+], [OH-], O, OO. Product: CCOc1ccc(C2CCC3(CC2O)OCCO3)c(F)c1F. RXN SMILES: [BH3:1].[CH2:2]1[CH2:5][CH2:4][CH2:3][O:6]1.[CH2:35]1[O:36][CH2:37][CH2:38][CH2:39]1.[CH2:7]([CH3:8])[O:9][c:10]1[c:11]([F:27])[c:12]([F:26])[c:13]([C:16]2=[CH:17][CH2:18][C:19]3([O:20][CH2:21][CH2:22][O:23]3)[CH2:24][CH2:25]2)[cH:14][cH:15]1.[CH3:28][CH2:29][OH:30].[Na+:32].[OH-:31].[OH2:40].[OH:33][OH:34]>>[OH:6][CH:17]1[CH:16]([c:13]2[c:12]([F:26])[c:11]([F:27])[c:10]([O:9][CH2:7][CH3:8])[cH:15][cH:14]2)[CH2:25][CH2:24][C:19]2([CH2:18]1)[O:20][CH2:21][CH2:22][O:23]2. Reactants: COC(=O)C=1C(=NOC1C1=CC=CC=C1)C1=C(C=CC=C1F)Cl (4-methoxycarbonyl-5-phenyl-3-(2-chloro-6-fluorophenyl)isoxazole), [OH-].[Na+] (NaOH), Cl (HCl). Run in CO (methanol), C1CCOC1 (THF), C(C)(=O)OCC (ethyl acetate), O (water). Run at temperature 55 celsius. Product: C(=O)(O)C=1C(=NOC1C1=CC=CC=C1)C1=C(C=CC=C1F)Cl (4-Carboxy-5-phenyl-3-(2-chloro-6-fluorophenyl)isoxazole). Yield: 100.4%. As a reaction SMILES: C[O:2][C:3]([C:5]1[C:6]([C:16]2[C:21]([F:22])=[CH:20][CH:19]=[CH:18][C:17]=2[Cl:23])=[N:7][O:8][C:9]=1[C:10]1[CH:15]=[CH:14][CH:13]=[CH:12][CH:11]=1)=[O:4].[OH-].[Na+].Cl>CO.C1COCC1.C(OCC)(=O)C.O>[C:3]([C:5]1[C:6]([C:16]2[C:21]([F:22])=[CH:20][CH:19]=[CH:18][C:17]=2[Cl:23])=[N:7][O:8][C:9]=1[C:10]1[CH:11]=[CH:12][CH:13]=[CH:14][CH:15]=1)([OH:4])=[O:2] |f:1.2|. Procedure: To a solution of 4-methoxycarbonyl-5-phenyl-3-(2-chloro-6-fluorophenyl)isoxazole (0.70 g, 2.1 mmol) in methanol (5 ml) and THF (2 ml) was added a solution of 2N NaOH (4 ml) at room temperature. The mixture was heated to 55° C. for 1.5 h. Upon cooling to room temperature, aqueous HCl was added until the pH was below 4. The mixture was diluted with ethyl acetate and water and the fractions separated. The organic fraction was washed (brine) and dried (MgSO4). Filtration and concentration gave the t... As a reaction SMILES: [Br:1][c:2]1[cH:3][c:4]([CH2:11][CH2:12][C:13](=[O:14])[O:15][CH2:16][CH3:17])[cH:5][c:6]([CH3:10])[c:7]1[O:8][CH3:9].[CH3:21][OH:22].[ClH:20].[Na+:19].[OH-:18]>>[Br:1][c:2]1[cH:3][c:4]([CH2:11][CH2:12][C:13](=[O:14])[OH:15])[cH:5][c:6]([CH3:10])[c:7]1[O:8][CH3:9]. Yields the product COc1c(C)cc(CCC(=O)O)cc1Br. Reactants: CCOC(=O)CCc1cc(C)c(OC)c(Br)c1, CO, Cl, [Na+], [OH-].